From a dataset of the Open Reaction Database (ORD), a public repository of structured organic reaction records. describe an organic reaction: reactants, conditions, products, and yield Reactants: C(=O)([O-])C(O)C(O)C(=O)[O-].[Na+].[K+] (potassium sodium tartrate), C(C)(C)(C)OC(N[C@@H](CN1C(CN(C(C1)=O)C1=C(C=CC=C1)Cl)(C)C)[C@H]1OC([C@@H](C1)C(C)C)=O)=O ({(S)-2-[4-(2-chlorophenyl)-2,2-dimethyl-5-oxopiperazin-1-yl]-1-[(2S,4S)-4-isopropyl-5-oxotetrahydrofuran-2-yl]ethyl}carbamic acid t-butyl ester), solution, [Cl-].C[Al+]C (dimethylaluminum chloride), CCCCCC (n-hexane), FC(CN)(F)F ((2,2,2-trifluoroethyl)amine). The solvent is C(C)(=O)OCC (ethyl acetate), C(Cl)Cl (methylene chloride), C(Cl)Cl (methylene chloride). Run at time 1 hour. The product is C(C)(C)(C)OC(N[C@H]([C@H](C[C@@H](C(C)C)C(NCC(F)(F)F)=O)O)CN1C(CN(C(C1)=O)C1=C(C=CC=C1)Cl)(C)C)=O ({(1S,2S,4S)-1-[4-(2-Chlorophenyl)-2,2-dimethyl-5-oxopiperazin-1-ylmethyl]-2-hydroxy-5-methyl-4-(2,2,2-trifluoroethyl)carbamoylhexyl}carbamic acid t-butyl ester). Yield: 55.8%. RXN SMILES: [Cl-].C[Al+]C.CCCCCC.[F:11][C:12]([F:16])([F:15])[CH2:13][NH2:14].[C:17]([O:21][C:22](=[O:51])[NH:23][C@H:24]([C@@H:42]1[CH2:46][C@@H:45]([CH:47]([CH3:49])[CH3:48])[C:44](=[O:50])[O:43]1)[CH2:25][N:26]1[CH2:31][C:30](=[O:32])[N:29]([C:33]2[CH:38]=[CH:37][CH:36]=[CH:35][C:34]=2[Cl:39])[CH2:28][C:27]1([CH3:41])[CH3:40])([CH3:20])([CH3:19])[CH3:18].C(C(C(C([O-])=O)O)O)([O-])=O.[Na+].[K+]>C(Cl)Cl.C(OCC)(=O)C>[C:17]([O:21][C:22](=[O:51])[NH:23][C@@H:24]([CH2:25][N:26]1[CH2:31][C:30](=[O:32])[N:29]([C:33]2[CH:38]=[CH:37][CH:36]=[CH:35][C:34]=2[Cl:39])[CH2:28][C:27]1([CH3:40])[CH3:41])[C@@H:42]([OH:43])[CH2:46][C@H:45]([C:44](=[O:50])[NH:14][CH2:13][C:12]([F:16])([F:15])[F:11])[CH:47]([CH3:49])[CH3:48])([CH3:18])([CH3:19])[CH3:20] |f:0.1,5.6.7|. Procedure: 2 ml of a solution of dimethylaluminum chloride in n-hexane (1.0 mol/l) (2 mmol) was added to a solution of 160 μl of (2,2,2-trifluoroethyl)amine (2 mmol) in methylene chloride under a nitrogen atmosphere at room temperature, and the mixture was stirred at room temperature for one hour. A solution of 200 mg of {(S)-2-[4-(2-chlorophenyl)-2,2-dimethyl-5-oxopiperazin-1-yl]-1-[(2S,4S)-4-isopropyl-5-oxotetrahydrofuran-2-yl]ethyl}carbamic acid t-butyl ester obtained in Example (1m) (0.39 mmol) in meth...